This data is from the Open Reaction Database (ORD), a public repository of structured organic reaction records. The task is: describe an organic reaction: reactants, conditions, products, and yield The reactants are FC1=C(C=CC(=C1)F)[C@@H](C1CCN(CC1)C(=O)OC(C)(C)C)F ((R)-tert-butyl 4-((2,4-difluorophenyl)fluoromethyl)piperidine-1-carboxylate), Cl (HCl). Solvent: CCOC(=O)C (EtOAc). Conditions: temperature 23 celsius, time 2 hour. The product is FC1=C(C=CC(=C1)F)C(C1CCN(CC1)C(=O)OC(C)(C)C)F (tert-Butyl 4-((2,4-difluorophenyl)fluoromethyl)piperidine-1-carboxylate), Cl (HCl). Isolated yield 93.0%. As a reaction SMILES: [F:1][C:2]1[CH:7]=[C:6]([F:8])[CH:5]=[CH:4][C:3]=1[C@H:9]([F:23])[CH:10]1[CH2:15][CH2:14][N:13]([C:16]([O:18][C:19]([CH3:22])([CH3:21])[CH3:20])=[O:17])[CH2:12][CH2:11]1.[ClH:24]>CCOC(C)=O>[F:1][C:2]1[CH:7]=[C:6]([F:8])[CH:5]=[CH:4][C:3]=1[CH:9]([F:23])[CH:10]1[CH2:15][CH2:14][N:13]([C:16]([O:18][C:19]([CH3:21])([CH3:20])[CH3:22])=[O:17])[CH2:12][CH2:11]1.[ClH:24]. Procedure details: (R)-tert-butyl 4-((2,4-difluorophenyl)fluoromethyl)piperidine-1-carboxylate (2.8 g, 8.50 mmol) was dissolved in EtOAc (20 mL) and HCl (4 M in EtOAc, 21 mL) was added. The reaction mixture was stirred at 23° C. for 2 h. Evaporation of the solvent gave the title compound as its HCl salt (2.1 g, 93%). ESI-MS m/z [M+H]+ 229.9.